From a dataset of the Open Reaction Database (ORD), a public repository of structured organic reaction records. describe an organic reaction: reactants, conditions, products, and yield Starting materials: Cl (hydrochloric acid), C(C)O (ethanol), C([O-])([O-])=O.[Na+].[Na+] (sodium carbonate), 4-bromophenyl ethyl acetate, C(C)(C)(C)C1CC=C(CC1)B(O)O (4-t-butyl-cyclohexen-1-yl boronic acid), PdCl2(P(o-tolyl)3)2. Solvent: O (water), C1CCOC1 (THF). Run at temperature 140 celsius. Yields the product C(C)OC(CC1=CC=C(C=C1)C1=CCC(CC1)C(C)(C)C)=O ([4-(4-tert-Butyl-cyclohex-1-enyl)-phenyl]-acetic acid ethyl ester). RXN SMILES: [C:1]([CH:5]1[CH2:10][CH2:9][C:8](B(O)O)=[CH:7][CH2:6]1)([CH3:4])([CH3:3])[CH3:2].[CH2:14]([OH:16])[CH3:15].[C:17](=[O:20])([O-])[O-].[Na+].[Na+].Cl>C1COCC1.O>[CH2:14]([O:16][C:17](=[O:20])[CH2:1][C:5]1[CH:10]=[CH:9][C:8]([C:8]2[CH2:9][CH2:10][CH:5]([C:1]([CH3:4])([CH3:3])[CH3:2])[CH2:6][CH:7]=2)=[CH:7][CH:6]=1)[CH3:15] |f:2.3.4|. Reported procedure: To a mixture of 4-bromophenyl ethyl acetate (780 mg), 4-t-butyl-cyclohexen-1-yl boronic acid (897 mg), PdCl2(P(o-tolyl)3)2 (254 mg) in THF:ethanol:water (8 mL:4 mL:2 mL), added sodium carbonate (1.377 g). The sealed flask was heated at 140° C. for a 5 min period. The heterogeneous mixture was treated with an excess of 1M aqueous hydrochloric acid and filtered through a celite pad. The organic solvents were removed under reduced pressure and the residue partitioned between ethyl acetate and water... Reactants: C1CCOC1, CCCCCC(COc1ccc(C(=O)OC)cc1)c1ccc2c(c1)N(C)CCC2(C)C, CO, Cl, [Li+], [OH-], O, O. Yields the product CCCCCC(COc1ccc(C(=O)O)cc1)c1ccc2c(c1)N(C)CCC2(C)C. RXN SMILES: [CH2:36]1[O:37][CH2:38][CH2:39][CH2:40]1.[CH3:1][O:2][C:3]([c:4]1[cH:5][cH:6][c:7]([O:10][CH2:11][CH:12]([CH2:13][CH2:14][CH2:15][CH2:16][CH3:17])[c:18]2[cH:19][cH:20][c:21]3[c:26]([cH:27]2)[N:25]([CH3:28])[CH2:24][CH2:23][C:22]3([CH3:29])[CH3:30])[cH:8][cH:9]1)=[O:31].[CH3:41][OH:42].[ClH:35].[Li+:34].[OH-:33].[OH2:32].[OH2:43]>>[O:2]=[C:3]([c:4]1[cH:5][cH:6][c:7]([O:10][CH2:11][CH:12]([CH2:13][CH2:14][CH2:15][CH2:16][CH3:17])[c:18]2[cH:19][cH:20][c:21]3[c:26]([cH:27]2)[N:25]([CH3:28])[CH2:24][CH2:23][C:22]3([CH3:29])[CH3:30])[cH:8][cH:9]1)[OH:31].